Dataset: the Open Reaction Database (ORD), a public repository of structured organic reaction records. Task: describe an organic reaction: reactants, conditions, products, and yield Reactants: ClC1=C(C=C(C=N1)NC(=O)C=1C=NN(C1C)C1=NC=C(C=C1)C(F)(F)F)C#N (N-(6-Chloro-5-cyanopyridin-3-yl)-5-methyl-1-[5-(trifluoromethyl)pyridin-2-yl]-1H-pyrazole-4-carboxamide), CC1(OB(OC1(C)C)C1=CCC(CC1)N1CCOCC1)C (4-[4-(4,4,5,5-tetramethyl-[1,3,2] dioxaborolan-2-yl)cyclohex-3-en-1-yl]morpholine). Reagents/catalysts: C=1C=CC(=CC1)[P](C=2C=CC=CC2)(C=3C=CC=CC3)[Pd]([P](C=4C=CC=CC4)(C=5C=CC=CC5)C=6C=CC=CC6)([P](C=7C=CC=CC7)(C=8C=CC=CC8)C=9C=CC=CC9)[P](C=1C=CC=CC1)(C=1C=CC=CC1)C=1C=CC=CC1 (tetrakis(triphenylphosphine)palladium). Solvent: O1CCCC1 (tetrahydrofuran), aqueous solution, C([O-])([O-])=O.[Na+].[Na+] (sodium carbonate). Reaction conditions: temperature 90 celsius. The product is C(#N)C=1C=C(C=NC1C1=CCC(CC1)N1CCOCC1)NC(=O)C=1C=NN(C1C)C1=NC=C(C=C1)C(F)(F)F (N-{5-Cyano-6-[4-(morpholin-4-yl)cyclohex-1-en-1-yl]pyridin-3-yl}-5-methyl-1-[5-(trifluoromethyl)pyridin-2-yl]-1H-pyrazole-4-carboxamide). The yield is 54.1%. Reaction SMILES: Cl[C:2]1[N:7]=[CH:6][C:5]([NH:8][C:9]([C:11]2[CH:12]=[N:13][N:14]([C:17]3[CH:22]=[CH:21][C:20]([C:23]([F:26])([F:25])[F:24])=[CH:19][N:18]=3)[C:15]=2[CH3:16])=[O:10])=[CH:4][C:3]=1[C:27]#[N:28].CC1(C)C(C)(C)OB([C:37]2[CH2:42][CH2:41][CH:40]([N:43]3[CH2:48][CH2:47][O:46][CH2:45][CH2:44]3)[CH2:39][CH:38]=2)O1>O1CCCC1.C(=O)([O-])[O-].[Na+].[Na+].C1C=CC([P]([Pd]([P](C2C=CC=CC=2)(C2C=CC=CC=2)C2C=CC=CC=2)([P](C2C=CC=CC=2)(C2C=CC=CC=2)C2C=CC=CC=2)[P](C2C=CC=CC=2)(C2C=CC=CC=2)C2C=CC=CC=2)(C2C=CC=CC=2)C2C=CC=CC=2)=CC=1>[C:27]([C:3]1[CH:4]=[C:5]([NH:8][C:9]([C:11]2[CH:12]=[N:13][N:14]([C:17]3[CH:22]=[CH:21][C:20]([C:23]([F:26])([F:24])[F:25])=[CH:19][N:18]=3)[C:15]=2[CH3:16])=[O:10])[CH:6]=[N:7][C:2]=1[C:37]1[CH2:42][CH2:41][CH:40]([N:43]2[CH2:44][CH2:45][O:46][CH2:47][CH2:48]2)[CH2:39][CH:38]=1)#[N:28] |f:3.4.5,^1:64,66,85,104|. Reported procedure: N-(6-Chloro-5-cyanopyridin-3-yl)-5-methyl-1-[5-(trifluoromethyl)pyridin-2-yl]-1H-pyrazole-4-carboxamide (200 mg), 4-[4-(4,4,5,5-tetramethyl-[1,3,2] dioxaborolan-2-yl)cyclohex-3-en-1-yl]morpholine (159 mg) described in Reference Example 166 and tetrakis(triphenylphosphine)palladium (57 mg) were dissolved in a mixture of tetrahydrofuran (1 ml) and 1M aqueous solution of sodium carbonate (0.54 ml), and stirred at 90° C. After completion of the reaction, the reaction solution was left stand, filtere... Run in CO (methanol). Reported procedure: In 200 ml of methanol, was suspended the 4-amidino-2-benzoylphenol hydrochloride obtained above. To the suspension was added 60 g of methanesulfonic acid followed by ethyl ether. The precipitated pale yellow crystals were collected by filtration and dried to obtain 109 g of 4-amidino-2-benzoylphenol methanesulfonate. As a reaction SMILES: Cl.[C:2]([C:5]1[CH:10]=[CH:9][C:8]([OH:11])=[C:7]([C:12](=[O:19])[C:13]2[CH:18]=[CH:17][CH:16]=[CH:15][CH:14]=2)[CH:6]=1)(=[NH:4])[NH2:3].[CH3:20][S:21](O)(=[O:23])=[O:22].C(OCC)C>CO>[CH3:20][S:21]([O:11][C:8]1[CH:9]=[CH:10][C:5]([C:2](=[NH:3])[NH2:4])=[CH:6][C:7]=1[C:12](=[O:19])[C:13]1[CH:14]=[CH:15][CH:16]=[CH:17][CH:18]=1)(=[O:23])=[O:22] |f:0.1|. Starting materials: Cl.C(N)(=N)C1=CC(=C(C=C1)O)C(C1=CC=CC=C1)=O (4-amidino-2-benzoylphenol hydrochloride), CS(=O)(=O)O (methanesulfonic acid), C(C)OCC (ethyl ether). Yields the product CS(=O)(=O)OC1=C(C=C(C=C1)C(N)=N)C(C1=CC=CC=C1)=O (4-amidino-2-benzoylphenol methanesulfonate). Reactants: COC(=O)c1ccc(C=O)cc1, C1CCC(N2CCC3(CCNC3)CC2)CC1, Cl, Cl. Yields the product COC(=O)c1ccc(CN2CCC3(CCN(C4CCCCC4)CC3)C2)cc1. As a reaction SMILES: [CH:19](=[O:20])[c:21]1[cH:22][cH:23][c:24]([C:25](=[O:26])[O:27][CH3:28])[cH:29][cH:30]1.[CH:3]1([N:9]2[CH2:10][CH2:11][C:12]3([CH2:13][CH2:14][NH:15][CH2:16]3)[CH2:17][CH2:18]2)[CH2:4][CH2:5][CH2:6][CH2:7][CH2:8]1.[ClH:1].[ClH:2]>>[CH:3]1([N:9]2[CH2:10][CH2:11][C:12]3([CH2:13][CH2:14][N:15]([CH2:19][c:21]4[cH:22][cH:23][c:24]([C:25](=[O:26])[O:27][CH3:28])[cH:29][cH:30]4)[CH2:16]3)[CH2:17][CH2:18]2)[CH2:4][CH2:5][CH2:6][CH2:7][CH2:8]1. Reactants: CC1(C)NC(=O)c2ccccc2O1, O=P(Cl)(Cl)Cl. The product is CC1(C)NC(Cl)c2ccccc2O1. RXN SMILES: [CH3:1][C:2]1([CH3:13])[O:3][c:4]2[c:5]([cH:9][cH:10][cH:11][cH:12]2)[C:6](=[O:8])[NH:7]1.[P:14]([Cl:15])([Cl:16])([Cl:17])=[O:18]>>[CH3:1][C:2]1([CH3:13])[O:3][c:4]2[c:5]([cH:9][cH:10][cH:11][cH:12]2)[CH:6]([Cl:16])[NH:7]1.